Dataset: the Open Reaction Database (ORD), a public repository of structured organic reaction records. Task: describe an organic reaction: reactants, conditions, products, and yield Starting materials: CCOc1ccc(COc2ccc3c(c2)C=C(C(=O)OC)CCC3)cc1, C1CCOC1, CO, Cl, [Na+], [OH-]. Yields the product CCOc1ccc(COc2ccc3c(c2)C=C(C(=O)O)CCC3)cc1. As a reaction SMILES: [CH2:1]([CH3:2])[O:3][c:4]1[cH:5][cH:6][c:7]([CH2:8][O:9][c:10]2[cH:11][cH:12][c:13]3[c:14]([cH:24]2)[CH:15]=[C:16]([C:20](=[O:21])[O:22][CH3:23])[CH2:17][CH2:18][CH2:19]3)[cH:25][cH:26]1.[CH2:32]1[O:33][CH2:34][CH2:35][CH2:36]1.[CH3:30][OH:31].[ClH:29].[Na+:28].[OH-:27]>>[CH2:1]([CH3:2])[O:3][c:4]1[cH:5][cH:6][c:7]([CH2:8][O:9][c:10]2[cH:11][cH:12][c:13]3[c:14]([cH:24]2)[CH:15]=[C:16]([C:20](=[O:21])[OH:22])[CH2:17][CH2:18][CH2:19]3)[cH:25][cH:26]1. As a reaction SMILES: [Br-:6].[CH2:16]1[O:17][CH2:18][CH2:19][CH2:20]1.[CH3:7][O:8][c:9]1[cH:10][c:11]([Mg+:15])[cH:12][cH:13][cH:14]1.[Cu:21][I:22].[O:1]1[CH2:2][CH:3]1[CH2:4][CH3:5]>>[OH:1][CH:3]([CH2:2][c:11]1[cH:10][c:9]([O:8][CH3:7])[cH:14][cH:13][cH:12]1)[CH2:4][CH3:5]. The reactants are [Br-], C1CCOC1, COc1cccc([Mg+])c1, [Cu]I, CCC1CO1. Product: CCC(O)Cc1cccc(OC)c1. The reactants are C1CCOC1, CO, Cl, COC(=O)CC(c1ccc(OCc2cccc(-c3ccc(C(F)(F)F)cc3)c2)cc1)c1cc(C)on1, [Na+], [OH-]. The product is Cc1cc(C(CC(=O)O)c2ccc(OCc3cccc(-c4ccc(C(F)(F)F)cc4)c3)cc2)no1. Reaction SMILES: [CH2:40]1[O:41][CH2:42][CH2:43][CH2:44]1.[CH3:45][OH:46].[ClH:39].[F:1][C:2]([c:3]1[cH:4][cH:5][c:6](-[c:9]2[cH:10][c:11]([CH2:12][O:13][c:14]3[cH:15][cH:16][c:17]([CH:20]([CH2:21][C:22](=[O:23])[O:24][CH3:25])[c:26]4[n:27][o:28][c:29]([CH3:31])[cH:30]4)[cH:18][cH:19]3)[cH:32][cH:33][cH:34]2)[cH:7][cH:8]1)([F:35])[F:36].[Na+:38].[OH-:37]>>[F:1][C:2]([c:3]1[cH:4][cH:5][c:6](-[c:9]2[cH:10][c:11]([CH2:12][O:13][c:14]3[cH:15][cH:16][c:17]([CH:20]([CH2:21][C:22](=[O:23])[OH:24])[c:26]4[n:27][o:28][c:29]([CH3:31])[cH:30]4)[cH:18][cH:19]3)[cH:32][cH:33][cH:34]2)[cH:7][cH:8]1)([F:35])[F:36]. Starting materials: C(C)OC(C1=C(N=C(C=C1)N)N)=O (2,6-diamino-nicotinic acid ethyl ester), [OH-].[Na+] (sodium hydroxide). Solvent: C(C)O (ethanol). Conditions: time 2 hour. Product: NC1=C(C(=O)O)C=CC(=N1)N (2,6-Diamino-nicotinic acid). Yield: 100.0%. Reaction SMILES: C([O:3][C:4](=[O:13])[C:5]1[CH:10]=[CH:9][C:8]([NH2:11])=[N:7][C:6]=1[NH2:12])C.[OH-].[Na+]>C(O)C>[NH2:12][C:6]1[N:7]=[C:8]([NH2:11])[CH:9]=[CH:10][C:5]=1[C:4]([OH:13])=[O:3] |f:1.2|. Reported procedure: 2,6-diamino-nicotinic acid ethyl ester (2 g, 11 mmol) described in Production Example 1-1-3 was dissolved in ethanol (15 mL) followed by the addition of 1 N aqueous sodium hydroxide solution (15 mL) and stirring for 2 hours while heating under reflux. After allowing the reaction mixture to return to room temperature, the ethanol was distilled off under a reduced pressure and the residue was cooled with ice and neutralized with 1 N hydrochloric acid. After filtering the precipitated solid and was... Reactants: C1C(O1)CO (glycidol), O (water), C1NCCN2C1C1=C(CC3=C2C=CC=C3)C=CC=C1 (1,2,3,4,10,14b-hexahydrodibenzo[c,f]pyrazino[1,2-a]azepine). Solvent: C(C)O (ethanol). Reaction conditions: time 5 hour. Product: OC(CN1CC2N(C3=C(CC4=C2C=CC=C4)C=CC=C3)CC1)CO (2-(2,3-Dihydroxypropyl)-1,2,3,4,10,14b-hexahydrodibenzo[c,f]pyrazino[1,2-a]azepine). Yield: 55.6%. As a reaction SMILES: [CH2:1]1[O:3][CH:2]1[CH2:4][OH:5].O.[CH2:7]1[CH:12]2[C:13]3[CH:25]=[CH:24][CH:23]=[CH:22][C:14]=3[CH2:15][C:16]3[CH:21]=[CH:20][CH:19]=[CH:18][C:17]=3[N:11]2[CH2:10][CH2:9][NH:8]1>C(O)C>[OH:3][CH:2]([CH2:4][OH:5])[CH2:1][N:8]1[CH2:9][CH2:10][N:11]2[C:17]3[CH:18]=[CH:19][CH:20]=[CH:21][C:16]=3[CH2:15][C:14]3[CH:22]=[CH:23][CH:24]=[CH:25][C:13]=3[CH:12]2[CH2:7]1. Procedure: A mixture of 0.41 g of glycidol and 0.9 ml of water was added, whilst ice-cooling, to a solution of 1 g of 1,2,3,4,10,14b-hexahydrodibenzo[c,f]pyrazino[1,2-a]azepine dissolved in 2 ml of ethanol, and the mixture was stirred at room temperature for 5 hours; it was then concentrated by evaporation under reduced pressure. The residue was subjected to column chromatography through silica gel, using a 10:1 by volume mixture of ethyl acetate and ethanol as the eluent, to afford 0.72 g (yield 56%) of t... The reactants are C(C)OC=CC(=O)OCC (ethyl 3-ethoxyacrylate), Cl (HCl), NC1=C(C=NN1)C#N (5-amino-1H-pyrazole-4-carbonitrile), C(=O)([O-])[O-].[Cs+].[Cs+] (Cs2CO3). The solvent is CN(C)C=O (DMF), O (H2O). Conditions: temperature 100 celsius. Product: OC1=NC=2N(C=C1)N=CC2C#N (5-hydroxypyrazolo[1,5-a]pyrimidine-3-carbonitrile). The yield is 96.7%. As a reaction SMILES: [NH2:1][C:2]1[NH:6][N:5]=[CH:4][C:3]=1[C:7]#[N:8].C([O-])([O-])=O.[Cs+].[Cs+].C([O:17][CH:18]=[CH:19][C:20](OCC)=O)C.Cl>CN(C=O)C.O>[OH:17][C:18]1[CH:19]=[CH:20][N:6]2[N:5]=[CH:4][C:3]([C:7]#[N:8])=[C:2]2[N:1]=1 |f:1.2.3|. Procedure: To a mixture of 5-amino-1H-pyrazole-4-carbonitrile (2.70 g, 25.0 mmol) and Cs2CO3 (16.3 g, 50.0 mmol) in dry DMF (70 mL) was added ethyl 3-ethoxyacrylate (5.41 g, 37.5 mmol) and the mixture was heated at 100° C. for 4 hours. The mixture was cooled to ambient temperature and the resultant slurry was poured into deionized H2O (150 mL). The resulting aqueous solution was cooled on an ice bath and concentrated HCl was added slowly with mixing to pH=3.5. The resulting precipitate was collected, washe...